From a dataset of the Open Reaction Database (ORD), a public repository of structured organic reaction records. describe an organic reaction: reactants, conditions, products, and yield Starting materials: C1(=CC=CC=C1)SC(C)(C(=O)OCC)[C@@H]1[C@H](C(N1)=O)[C@@H](C)OC(=O)OCC1=CC=C(C=C1)[N+](=O)[O-] ((3S,4S)-4-(1-phenylthio-1-ethoxycarbonylethyl)- 3-(1-(R)-p-nitrobenzyloxycarbonyloxyethyl)-2-azetidinone), ClC1=CC(=CC=C1)C(=O)OO (m-chloroperbenzoic acid). Run in C1(=CC=CC=C1)C (toluene), C1(=CC=CC=C1)C (toluene), ClCCl (dichloromethane). Yields the product C(C)OC(=O)C(=C)[C@@H]1[C@H](C(N1)=O)[C@@H](C)OC(=O)OCC1=CC=C(C=C1)[N+](=O)[O-] ((3S,4S)-4-(1-ethoxycarbonylethenyl)-3-(1-(R)-p-nitrobenzyloxycarbonyloxyethyl)-2-azetidinone). As a reaction SMILES: C1(S[C:8]([C@H:15]2[NH:18][C:17](=[O:19])[C@@H:16]2[C@H:20]([O:22][C:23]([O:25][CH2:26][C:27]2[CH:32]=[CH:31][C:30]([N+:33]([O-:35])=[O:34])=[CH:29][CH:28]=2)=[O:24])[CH3:21])([C:10]([O:12][CH2:13][CH3:14])=[O:11])[CH3:9])C=CC=CC=1.ClC1C=CC=C(C(OO)=O)C=1>ClCCl.C1(C)C=CC=CC=1>[CH2:13]([O:12][C:10]([C:8]([C@H:15]1[NH:18][C:17](=[O:19])[C@@H:16]1[C@H:20]([O:22][C:23]([O:25][CH2:26][C:27]1[CH:32]=[CH:31][C:30]([N+:33]([O-:35])=[O:34])=[CH:29][CH:28]=1)=[O:24])[CH3:21])=[CH2:9])=[O:11])[CH3:14]. Procedure: A solution of (3S,4S)-4-(1-phenylthio-1-ethoxycarbonylethyl)- 3-(1-(R)-p-nitrobenzyloxycarbonyloxyethyl)-2-azetidinone (2.0 g) in dry dichloromethane (50 ml) was treated with m-chloroperbenzoic acid (0.69 g) for 3 hours while ice-cooling. The reaction mixture was washed successively with a saturated sodium bicarbonate solution and brine, and dried over anhydrous sodium sulfate. Filtration and concentration of the filtrate in vacuo gave an oily residue which was dissolved in toluene (18 ml). The ... Reaction SMILES: [CH2:1]([O:2][C:3](=[O:4])[NH:11][CH:12]1[CH:13]([O:31][CH2:32][CH3:33])[CH2:14][N:15]([c:18]2[o:19][c:20]([CH3:30])[c:21]([C:23](=[O:24])[O:25][CH2:26][CH2:27][CH2:28][CH3:29])[n:22]2)[CH2:16][CH2:17]1)[c:5]1[cH:6][cH:7][cH:8][cH:9][cH:10]1.[CH3:34][OH:35]>>[NH2:11][CH:12]1[CH:13]([O:31][CH2:32][CH3:33])[CH2:14][N:15]([c:18]2[o:19][c:20]([CH3:30])[c:21]([C:23](=[O:24])[O:25][CH2:26][CH2:27][CH2:28][CH3:29])[n:22]2)[CH2:16][CH2:17]1. Starting materials: CCCCOC(=O)c1nc(N2CCC(NC(=O)OCc3ccccc3)C(OCC)C2)oc1C, CO. Product: CCCCOC(=O)c1nc(N2CCC(N)C(OCC)C2)oc1C. The reactants are C(C)(C)(C)OC(=O)N1CC(N(CC1)C(=O)C=1C2=C(N=C(C1)C1=CC=C(C=C1)OC1OCCCC1)N(N=C2C)C2OCCCC2)(C2=CC=CC=C2)C (3-methyl-4-{3-methyl-1-(tetrahydropyran-2-yl)-6-[4-(tetrahydro-pyran-2-yloxy)-phenyl]-1H-pyrazolo[3,4-b]pyridine-4-carbonyl}-3-phenyl-piperazine-1-carboxylic acid tert-butyl ester), Cl (HCl). Run in ClCCl (dichloromethane). Conditions: time 8 hour. Product: OC1=CC=C(C=C1)C1=CC(=C2C(=N1)NN=C2C)C(=O)N2C(CNCC2)(C2=CC=CC=C2)C ([6-(4-Hydroxy-phenyl)-3-methyl-1H-pyrazolo[3,4-b]pyridin-4-yl]-(2-methyl-2-phenyl-piperazin-1-yl)-methanone). Yield: 74.3%. As a reaction SMILES: C(OC([N:8]1[CH2:13][CH2:12][N:11]([C:14]([C:16]2[C:17]3[C:37]([CH3:38])=[N:36][N:35](C4CCCCO4)[C:18]=3[N:19]=[C:20]([C:22]3[CH:27]=[CH:26][C:25]([O:28]C4CCCCO4)=[CH:24][CH:23]=3)[CH:21]=2)=[O:15])[C:10]([CH3:51])([C:45]2[CH:50]=[CH:49][CH:48]=[CH:47][CH:46]=2)[CH2:9]1)=O)(C)(C)C.Cl>ClCCl>[OH:28][C:25]1[CH:26]=[CH:27][C:22]([C:20]2[N:19]=[C:18]3[NH:35][N:36]=[C:37]([CH3:38])[C:17]3=[C:16]([C:14]([N:11]3[CH2:12][CH2:13][NH:8][CH2:9][C:10]3([CH3:51])[C:45]3[CH:46]=[CH:47][CH:48]=[CH:49][CH:50]=3)=[O:15])[CH:21]=2)=[CH:23][CH:24]=1. Procedure details: A mixture of 3-methyl-4-{3-methyl-1-(tetrahydropyran-2-yl)-6-[4-(tetrahydro-pyran-2-yloxy)-phenyl]-1H-pyrazolo[3,4-b]pyridine-4-carbonyl}-3-phenyl-piperazine-1-carboxylic acid tert-butyl ester (300 mg) and HCl (4M in 1,4-dioxane, 104 μL) in dichloromethane (2 mL) was stirred at r.t. overnight. A solid precipitated during the reaction, which was filtered off and dried in air. The sticky solid was triturated with acetonitrile and filtered again, washed with acetonitrile and dried in air. 137 mg (6... Starting materials: CC(C)(C)OC(=O)N1CCC(C=O)CC1, CC(=O)O[BH-](OC(C)=O)OC(C)=O, C1COCCN1, CC(=O)O, ClCCCl, [Na+]. Product: CC(C)(C)OC(=O)N1CCC(CN2CCOCC2)CC1. Reaction SMILES: [C:1](=[O:2])([O:3][C:4]([CH3:5])([CH3:6])[CH3:7])[N:8]1[CH2:9][CH2:10][CH:11]([CH:14]=[O:15])[CH2:12][CH2:13]1.[C:26]([O:27][BH-:28]([O:29][C:30](=[O:31])[CH3:32])[O:33][C:34](=[O:35])[CH3:36])(=[O:37])[CH3:38].[CH2:16]1[CH2:17][O:18][CH2:19][CH2:20][NH:21]1.[CH3:22][C:23](=[O:24])[OH:25].[Cl:40][CH2:41][CH2:42][Cl:43].[Na+:39]>>[C:1](=[O:2])([O:3][C:4]([CH3:5])([CH3:6])[CH3:7])[N:8]1[CH2:9][CH2:10][CH:11]([CH2:14][N:21]2[CH2:16][CH2:17][O:18][CH2:19][CH2:20]2)[CH2:12][CH2:13]1. The reactants are S(=O)(Cl)Cl (thionyl chloride), C(C)(=O)OCCC=1C=C(C2=CC=CC=C2C1Br)S(=O)(=O)[O-].[K+] (Potassium 3-(2-acetoxy-ethyl)-4-bromo-naphthalene-1-sulfonate), CN(C=O)C (N,N-dimethylformamide), S(=O)(Cl)Cl (thionyl chloride), S(=O)(Cl)Cl (thionyl chloride). Conditions: time 10 minute. The product is C(C)(=O)OCCC=1C=C(C2=CC=CC=C2C1Br)S(=O)(=O)Cl (3-(2-Acetoxy-ethyl)-4-bromo-naphthalene-1-sulfonyl chloride). Reaction SMILES: [C:1]([O:4][CH2:5][CH2:6][C:7]1[CH:8]=[C:9]([S:18]([O-:21])(=O)=[O:19])[C:10]2[C:15]([C:16]=1[Br:17])=[CH:14][CH:13]=[CH:12][CH:11]=2)(=[O:3])[CH3:2].[K+].CN(C)C=O.S(Cl)([Cl:30])=O>>[C:1]([O:4][CH2:5][CH2:6][C:7]1[CH:8]=[C:9]([S:18]([Cl:30])(=[O:21])=[O:19])[C:10]2[C:15]([C:16]=1[Br:17])=[CH:14][CH:13]=[CH:12][CH:11]=2)(=[O:3])[CH3:2] |f:0.1|. Reported procedure: Potassium 3-(2-acetoxy-ethyl)-4-bromo-naphthalene-1-sulfonate (17.75 g, 43.2 mmol) was added at room temperature to a stirred solution of N,N-dimethylformamide (0.334 mL, 4.31 mmol) in thionyl chloride (63 mL, 863 mmol). The resulting mixture was placed in an oil bath at 70° C. and stirred. After 10 minutes, additional thionyl chloride (20 mL) was added to facilitate stirring. After 40 minutes at 70°, the reaction flask was fitted with a distillation head and excess thionyl chloride was removed ...